From a dataset of the Open Reaction Database (ORD), a public repository of structured organic reaction records. describe an organic reaction: reactants, conditions, products, and yield The reactants are C1CCOC1, C[Si](C)(C)[N-][Si](C)(C)C, CCOC(C)=O, [Cl-], CSc1nc(C)nc(-c2cc(CN3CCN(S(C)(=O)=O)CC3)cnc2F)n1, [Li+], COc1ccc(N)cn1, [NH4+], O. Yields the product COc1ccc(Nc2ncc(CN3CCN(S(C)(=O)=O)CC3)cc2-c2nc(C)nc(SC)n2)cn1. As a reaction SMILES: [CH2:11]1[O:12][CH2:13][CH2:14][CH2:15]1.[CH3:2][Si:3]([N-:4][Si:5]([CH3:6])([CH3:7])[CH3:8])([CH3:9])[CH3:10].[CH3:55][CH2:56][O:57][C:58](=[O:59])[CH3:60].[Cl-:52].[F:16][c:17]1[n:18][cH:19][c:20]([CH2:32][N:33]2[CH2:34][CH2:35][N:36]([S:39](=[O:40])(=[O:41])[CH3:42])[CH2:37][CH2:38]2)[cH:21][c:22]1-[c:23]1[n:24][c:25]([S:30][CH3:31])[n:26][c:27]([CH3:29])[n:28]1.[Li+:1].[NH2:43][c:44]1[cH:45][n:46][c:47]([O:50][CH3:51])[cH:48][cH:49]1.[NH4+:53].[OH2:54]>>[c:17]1([NH:43][c:44]2[cH:45][n:46][c:47]([O:50][CH3:51])[cH:48][cH:49]2)[n:18][cH:19][c:20]([CH2:32][N:33]2[CH2:34][CH2:35][N:36]([S:39](=[O:40])(=[O:41])[CH3:42])[CH2:37][CH2:38]2)[cH:21][c:22]1-[c:23]1[n:24][c:25]([S:30][CH3:31])[n:26][c:27]([CH3:29])[n:28]1. Starting materials: C(C1=CC=CC=C1)N1C(CCC1)=O (1-benzyl-2-oxopyrrolidine), C(C1=CC=CC=C1)Br (benzyl bromide). Product: C(C1=CC=CC=C1)N1C(C(CC1)CC1=CC=CC=C1)=O (1-benzyl-3-(phenylmethyl)-2-oxopyrrolidine). Reaction SMILES: [CH2:1]([N:8]1[CH2:12][CH2:11][CH2:10][C:9]1=[O:13])[C:2]1[CH:7]=[CH:6][CH:5]=[CH:4][CH:3]=1.[CH2:14](Br)[C:15]1[CH:20]=[CH:19][CH:18]=[CH:17][CH:16]=1>>[CH2:1]([N:8]1[CH2:12][CH2:11][CH:10]([CH2:14][C:15]2[CH:20]=[CH:19][CH:18]=[CH:17][CH:16]=2)[C:9]1=[O:13])[C:2]1[CH:7]=[CH:6][CH:5]=[CH:4][CH:3]=1. Reported procedure: Prepare by the method of Example 17.2 using 1-benzyl-2-oxopyrrolidine and benzyl bromide to give the title compound: Rf=0.46 (silica gel, 1/1 ethyl acetate/hexane). Reactants: CC(C)(C)C1CCC(NCc2ccc(C(=O)C(NCCC(=O)O)C3CC3)cc2)CC1, ClCCl, O=C=Nc1ccc(OC(F)(F)F)cc1. Product: CC(C)(C)C1CCC(N(Cc2ccc(C(=O)C(NCCC(=O)O)C3CC3)cc2)C(=O)Nc2ccc(OC(F)(F)F)cc2)CC1. RXN SMILES: [C:15]([CH3:16])([CH3:17])([CH3:18])[CH:19]1[CH2:20][CH2:21][CH:22]([NH:25][CH2:26][c:27]2[cH:28][cH:29][c:30]([C:31](=[O:32])[CH:33]([CH:34]3[CH2:35][CH2:36]3)[NH:37][CH2:38][CH2:39][C:40](=[O:41])[OH:42])[cH:43][cH:44]2)[CH2:23][CH2:24]1.[Cl:45][CH2:46][Cl:47].[F:1][C:2]([O:3][c:4]1[cH:5][cH:6][c:7]([N:10]=[C:11]=[O:12])[cH:8][cH:9]1)([F:13])[F:14]>>[F:1][C:2]([O:3][c:4]1[cH:5][cH:6][c:7]([NH:10][C:11](=[O:12])[N:25]([CH:22]2[CH2:21][CH2:20][CH:19]([C:15]([CH3:16])([CH3:17])[CH3:18])[CH2:24][CH2:23]2)[CH2:26][c:27]2[cH:28][cH:29][c:30]([C:31](=[O:32])[CH:33]([CH:34]3[CH2:35][CH2:36]3)[NH:37][CH2:38][CH2:39][C:40](=[O:41])[OH:42])[cH:43][cH:44]2)[cH:8][cH:9]1)([F:13])[F:14].